This data is from the Open Reaction Database (ORD), a public repository of structured organic reaction records. The task is: describe an organic reaction: reactants, conditions, products, and yield Starting materials: C(C1=CC=CC=C1)C1=NC(=NO1)CS(=O)C1=CC=C(CCNC[C@@H](COC2=CC=C(C=C2)O[Si](C2=CC=CC=C2)(C2=CC=CC=C2)C(C)(C)C)O)C=C1 ((2S)-1-[(4-{[(5-benzyl-1,2,4-oxadiazol-3-yl)methyl]sulfinyl}phenethyl)amino]-3-(4-{[tert -butyl(diphenyl)silyl]oxy}phenoxy)-2-propanol), solution, CCCC[N+](CCCC)(CCCC)CCCC.[F-] (TBAF). The reagents and catalysts are [Cl-].[NH4+] (ammonium chloride). Run in C1CCOC1 (THF). Run at time 6 hour. Product: C(C1=CC=CC=C1)C1=NC(=NO1)CS(=O)C1=CC=C(CCNC[C@@H](COC2=CC=C(C=C2)O)O)C=C1 (4-({(2S)-3-[(4-{[(5-benzyl-1,2,4-oxadiazol-3-yl)methyl]sulfinyl}phenethyl)amino]-2-hydroxypropyl}oxy)phenol). The yield is 64.6%. RXN SMILES: [CH2:1]([C:8]1[O:12][N:11]=[C:10]([CH2:13][S:14]([C:16]2[CH:53]=[CH:52][C:19]([CH2:20][CH2:21][NH:22][CH2:23][C@H:24]([OH:51])[CH2:25][O:26][C:27]3[CH:32]=[CH:31][C:30]([O:33][Si](C(C)(C)C)(C4C=CC=CC=4)C4C=CC=CC=4)=[CH:29][CH:28]=3)=[CH:18][CH:17]=2)=[O:15])[N:9]=1)[C:2]1[CH:7]=[CH:6][CH:5]=[CH:4][CH:3]=1.CCCC[N+](CCCC)(CCCC)CCCC.[F-]>C1COCC1.[Cl-].[NH4+]>[CH2:1]([C:8]1[O:12][N:11]=[C:10]([CH2:13][S:14]([C:16]2[CH:53]=[CH:52][C:19]([CH2:20][CH2:21][NH:22][CH2:23][C@H:24]([OH:51])[CH2:25][O:26][C:27]3[CH:28]=[CH:29][C:30]([OH:33])=[CH:31][CH:32]=3)=[CH:18][CH:17]=2)=[O:15])[N:9]=1)[C:2]1[CH:7]=[CH:6][CH:5]=[CH:4][CH:3]=1 |f:1.2,4.5|. Reported procedure: To a solution of the amino alcohol of Example 23 (0.490 g, 0.643 mmol) in THF (10 mL) was added a 1M solution of TBAF (0.13 mL, 0.13 mmol). The reaction mixture was stirred for 6 h. TLC shows the absence of starting material, so 3 drops of a saturated aqueous ammonium chloride solution was added. The reaction mixture was evaporated in vacuo to dryness and the residue was flash chromatographed (silica gel; dichloromethane/chloroform/methanol: 5/4/1) to afford 0.211 g of the title compound as a wh...